Dataset: the Open Reaction Database (ORD), a public repository of structured organic reaction records. Task: describe an organic reaction: reactants, conditions, products, and yield The reactants are C[Si](CCOCN1C(=NC=C1)C=O)(C)C (1-[[2-(trimethylsilyl)ethoxy]methyl]-1H-imidazole-2-carboxaldehyde), [BH4-].[Na+] (sodium borohydride), [Cl-].[Na+] (sodium chloride). The solvent is CO (methanol). Product: C[Si](CCOCN1C(=NC=C1)CO)(C)C (1-[[2-(trimethylsilyl)ethoxy]methyl]-2-(hydroxymethyl)imidazole). RXN SMILES: [CH3:1][Si:2]([CH3:15])([CH3:14])[CH2:3][CH2:4][O:5][CH2:6][N:7]1[CH:11]=[CH:10][N:9]=[C:8]1[CH:12]=[O:13].[BH4-].[Na+].[Cl-].[Na+]>CO>[CH3:1][Si:2]([CH3:15])([CH3:14])[CH2:3][CH2:4][O:5][CH2:6][N:7]1[CH:11]=[CH:10][N:9]=[C:8]1[CH2:12][OH:13] |f:1.2,3.4|. Reported procedure: To 1-[[2-(trimethylsilyl)ethoxy]methyl]-1H-imidazole-2-carboxaldehyde (prepared according to the procedure of Whitten, Matthews and McCarthy, J. Org. Chem., 1986, 51, 1891) (7.45 g) in methanol (30 ml) was added sodium borohydride (0.42 g) at 0° C. with stirring. The solution was stirred at 0° C. for 40 min. Saturated sodium chloride solution (15 ml) was added, and the mixture stirred at room temperature for 15 min. The methanol was removed in vacuo, and the resultant aqueous solution was washed... Reactants: CCN=C=NCCCN(C)C, CCN(C(C)C)C(C)C, Cl, Cl, Cl, CC(=O)c1ccccc1OC1CCNCC1, CN(C)C=O, O, On1nnc2ccccc21, O=C(O)CNC(=O)c1cc(-c2ccccc2)[nH]n1. The product is CC(=O)c1ccccc1OC1CCN(C(=O)CNC(=O)c2cc(-c3ccccc3)[nH]n2)CC1. As a reaction SMILES: [CH3:38][CH2:39][N:40]=[C:41]=[N:42][CH2:43][CH2:44][CH2:45][N:46]([CH3:47])[CH3:48].[CH:1]([N:2]([CH2:3][CH3:4])[CH:5]([CH3:6])[CH3:7])([CH3:8])[CH3:9].[ClH:49].[ClH:50].[ClH:51].[NH:52]1[CH2:53][CH2:54][CH:55]([O:58][c:59]2[c:60]([C:65]([CH3:66])=[O:67])[cH:61][cH:62][cH:63][cH:64]2)[CH2:56][CH2:57]1.[O:68]=[CH:69][N:70]([CH3:71])[CH3:72].[OH2:73].[OH:28][n:29]1[c:30]2[c:31]([cH:32][cH:33][cH:34][cH:35]2)[n:36][n:37]1.[c:10]1(-[c:16]2[cH:17][c:18]([C:21](=[O:22])[NH:23][CH2:24][C:25](=[O:26])[OH:27])[n:19][nH:20]2)[cH:11][cH:12][cH:13][cH:14][cH:15]1>>[c:10]1(-[c:16]2[cH:17][c:18]([C:21](=[O:22])[NH:23][CH2:24][C:25](=[O:27])[N:52]3[CH2:53][CH2:54][CH:55]([O:58][c:59]4[c:60]([C:65]([CH3:66])=[O:67])[cH:61][cH:62][cH:63][cH:64]4)[CH2:56][CH2:57]3)[n:19][nH:20]2)[cH:11][cH:12][cH:13][cH:14][cH:15]1.